This data is from the Open Reaction Database (ORD), a public repository of structured organic reaction records. The task is: describe an organic reaction: reactants, conditions, products, and yield The reactants are ICCC (1-Iodopropane), OC1CCNCC1 (4-hydroxypiperidine), resultant mixture. Solvent: CC(=O)C (acetone). Yields the product OC1CCN(CC1)CCC (4-hydroxy-N-propylpiperidine). RXN SMILES: I[CH2:2][CH2:3][CH3:4].[OH:5][CH:6]1[CH2:11][CH2:10][NH:9][CH2:8][CH2:7]1>CC(C)=O>[OH:5][CH:6]1[CH2:11][CH2:10][N:9]([CH2:2][CH2:3][CH3:4])[CH2:8][CH2:7]1. Procedure details: 1-Iodopropane (22 ml) was added dropwise during 15 minutes to a stirred suspension of 4-hydroxypiperidine (20 g) in acetone (250 ml) and the resultant mixture was stirred at ambient temperature for 20 hours. The mixture was evaporated and the residue was partitioned between diethyl ether and 2N aqueous sodium hydroxide solution. The organic phase was washed with brine, dried over magnesium sulphate and evaporated to give 4-hydroxy-N-propylpiperidine as an oil (19.6 g); NMR Spectrum: (DMSOd6) 0.8...